This data is from the Open Reaction Database (ORD), a public repository of structured organic reaction records. The task is: describe an organic reaction: reactants, conditions, products, and yield The reactants are CC=CC(=O)OC, CNCc1ccccc1. Product: COC(=O)CC(C)N(C)Cc1ccccc1. As a reaction SMILES: [C:10]([CH:11]=[CH:12][CH3:13])(=[O:14])[O:15][CH3:16].[CH2:1]([c:2]1[cH:3][cH:4][cH:5][cH:6][cH:7]1)[NH:8][CH3:9]>>[CH2:1]([c:2]1[cH:3][cH:4][cH:5][cH:6][cH:7]1)[N:8]([CH3:9])[CH:12]([CH2:11][C:10](=[O:14])[O:15][CH3:16])[CH3:13]. Reactants: [OH-].[Na+] (NaOH), C1(=CC=C(C=C1)N1N=CC=C1N)C (2-p-tolyl-2H-pyrazol-3-ylamine), ClC(=O)OCC(Cl)(Cl)Cl (2,2,2-trichloroethyl chloroformate). The solvent is O (water), CCOC(=O)C (EtOAc). Reaction conditions: temperature 0 celsius, time 30 minute. Product: ClC(COC(NC=1N(N=CC1)C1=CC=C(C=C1)C)=O)(Cl)Cl ((2-p-Tolyl-2H-pyrazol-3-yl)-carbamic acid 2,2,2-trichloro-ethyl ester). Reaction SMILES: [OH-].[Na+].[C:3]1([CH3:15])[CH:8]=[CH:7][C:6]([N:9]2[C:13]([NH2:14])=[CH:12][CH:11]=[N:10]2)=[CH:5][CH:4]=1.Cl[C:17]([O:19][CH2:20][C:21]([Cl:24])([Cl:23])[Cl:22])=[O:18]>O.CCOC(C)=O>[Cl:22][C:21]([Cl:24])([Cl:23])[CH2:20][O:19][C:17](=[O:18])[NH:14][C:13]1[N:9]([C:6]2[CH:5]=[CH:4][C:3]([CH3:15])=[CH:8][CH:7]=2)[N:10]=[CH:11][CH:12]=1 |f:0.1|. Reported procedure: NaOH (107 mg, 2.67 mmol) was added to a stirred solution of 2-p-tolyl-2H-pyrazol-3-ylamine (for reference procedure see WO 2009/150614, which is incorporated herein by reference in its entirety, 346 mg, 2.00 mmol) in water (1 mL) and EtOAc (4 mL). The mixture was cooled to 0° C., and 2,2,2-trichloroethyl chloroformate (385 μL, 2.80 mmol) added. Stirring was continued for 30 min at 0° C. and then for 2 h at RT. The mixture was partitioned between water and EtOAc. The organic phase was washed with... Reactants: B, C1CCOC1, C1CCOC1, O=C(O)c1ccc(F)cc1OCC(F)(F)F, [Na+], [OH-]. The product is OCc1ccc(F)cc1OCC(F)(F)F. As a reaction SMILES: [BH3:17].[CH2:18]1[O:19][CH2:20][CH2:21][CH2:22]1.[CH2:25]1[O:26][CH2:27][CH2:28][CH2:29]1.[F:1][C:2]([CH2:3][O:4][c:5]1[c:6]([C:7](=[O:8])[OH:9])[cH:10][cH:11][c:12]([F:14])[cH:13]1)([F:15])[F:16].[Na+:24].[OH-:23]>>[F:1][C:2]([CH2:3][O:4][c:5]1[c:6]([CH2:7][OH:8])[cH:10][cH:11][c:12]([F:14])[cH:13]1)([F:15])[F:16]. Starting materials: COCCOC, C[Si](C)(C)CCOCn1nc2c(nc(-c3c(F)cccc3F)c3cc(F)ccc32)c1NC1CCNCC1, NS(N)(=O)=O, O. Product: C[Si](C)(C)CCOCn1nc2c(nc(-c3c(F)cccc3F)c3cc(F)ccc32)c1NC1CCN(S(N)(=O)=O)CC1. As a reaction SMILES: [CH3:38][O:39][CH2:40][CH2:41][O:42][CH3:43].[F:1][c:2]1[c:3](-[c:9]2[n:10][c:11]3[c:12]([c:13]4[cH:14][cH:15][c:16]([F:19])[cH:17][c:18]24)[n:20][n:21]([CH2:30][O:31][CH2:32][CH2:33][Si:34]([CH3:35])([CH3:36])[CH3:37])[c:22]3[NH:23][CH:24]2[CH2:25][CH2:26][NH:27][CH2:28][CH2:29]2)[c:4]([F:8])[cH:5][cH:6][cH:7]1.[NH2:44][S:45]([NH2:46])(=[O:47])=[O:48].[OH2:49]>>[F:1][c:2]1[c:3](-[c:9]2[n:10][c:11]3[c:12]([c:13]4[cH:14][cH:15][c:16]([F:19])[cH:17][c:18]24)[n:20][n:21]([CH2:30][O:31][CH2:32][CH2:33][Si:34]([CH3:35])([CH3:36])[CH3:37])[c:22]3[NH:23][CH:24]2[CH2:25][CH2:26][N:27]([S:45]([NH2:44])(=[O:47])=[O:48])[CH2:28][CH2:29]2)[c:4]([F:8])[cH:5][cH:6][cH:7]1. Starting materials: O.O.O.O.O.O.O.O.[S-2].[Na+].[Na+] (sodium sulfide octahydrate), N(C(=N)N)C=1SC=C(N1)C1=C(C=CC=C1)[N+](=O)[O-] (2-guanidino-4-(2-nitro-phenyl)-thiazole). The solvent is CO (methanol), O (water), CO (methanol). Conditions: temperature 60 celsius. Yields the product N(C(=N)N)C=1SC=C(N1)C1=C(C=CC=C1)N (2-Guanidino-4-(2-amino-phenyl)-thiazole). The yield is 82.8%. As a reaction SMILES: O.O.O.O.O.O.O.O.[S-2].[Na+].[Na+].[NH:12]([C:16]1[S:17][CH:18]=[C:19]([C:21]2[CH:26]=[CH:25][CH:24]=[CH:23][C:22]=2[N+:27]([O-])=O)[N:20]=1)[C:13]([NH2:15])=[NH:14]>CO.O>[NH:12]([C:16]1[S:17][CH:18]=[C:19]([C:21]2[CH:26]=[CH:25][CH:24]=[CH:23][C:22]=2[NH2:27])[N:20]=1)[C:13]([NH2:15])=[NH:14] |f:0.1.2.3.4.5.6.7.8.9.10|. Procedure: A solution of 57 gm of sodium sulfide octahydrate in 400 ml of methanol and 120 ml of water was added dropwise over a period of 300 minutes to a hot (60° C.) solution of 16.9 gm of 2-guanidino-4-(2-nitro-phenyl)-thiazole in 120 ml of methanol. After an additional 2 hours of heating at 60° C., the solution was filtered with charcoal and evaporated to dryness. The residual solid was suspended in water, filtered off and dried, yielding 12.4 gm of the title compound, m.p. 198°-200° C. Starting materials: O1C(=CC=C1)/C=C/C(=O)NCCCCCC(=O)[O-] (6-{[(E)-3-(2-furyl)-2-propenoyl]amino}hexanoate), Cl.NO (hydroxylamine hydrochloride), [OH-].[Na+] (NaOH), Cl (HCl). Run in CO (methanol), CO (methanol), O (H2O). Run at time 30 minute. Yields the product O1C(=CC=C1)C=CC(=O)NCCCCCC(NO)=O (3-Furan-2-yl-N-(5-hydroxycarbamoyl-pentyl)-acrylamide). The yield is 58.6%. As a reaction SMILES: [O:1]1[CH:5]=[CH:4][CH:3]=[C:2]1/[CH:6]=[CH:7]/[C:8]([NH:10][CH2:11][CH2:12][CH2:13][CH2:14][CH2:15][C:16]([O-:18])=O)=[O:9].Cl.[NH2:20][OH:21].[OH-].[Na+].Cl>CO.O>[O:1]1[CH:5]=[CH:4][CH:3]=[C:2]1[CH:6]=[CH:7][C:8]([NH:10][CH2:11][CH2:12][CH2:13][CH2:14][CH2:15][C:16](=[O:18])[NH:20][OH:21])=[O:9] |f:1.2,3.4|. Procedure: To a solution of 6-{[(E)-3-(2-furyl)-2-propenoyl]amino}hexanoate (0.200 g, 0.75 mmol) in methanol (2 ml) a solution of hydroxylamine hydrochloride (0.210 g, 3.02 mmol) in methanol (3 ml) and NaOH (242 mg, 6.04 mmol) in H2O (1 ml) were added. The mixture was stirred for 30 min at room temperature and acidified with 1N HCl to pH 3 of the reaction medium. The mixture was extracted with ethyl acetate (3×25 ml), the organic phase was washed with brine and dried (Na2SO4). The solvent was evaporated an... Reactants: C(C)OC(CC1=C(C=CC=C1C)C)=O ((2,6-dimethyl-phenyl)-acetic acid ethyl ester), O.[OH-].[Li+] (lithium hydroxide monohydrate). Run in C1CCOC1 (THF), O (water). Conditions: time 72 hour. Product: CC1=C(C(=CC=C1)C)CC(=O)O ((2,6-Dimethyl-phenyl)-acetic acid). Isolated yield 78.3%. Reaction SMILES: C([O:3][C:4](=[O:14])[CH2:5][C:6]1[C:11]([CH3:12])=[CH:10][CH:9]=[CH:8][C:7]=1[CH3:13])C.O.[OH-].[Li+]>C1COCC1.O>[CH3:12][C:11]1[CH:10]=[CH:9][CH:8]=[C:7]([CH3:13])[C:6]=1[CH2:5][C:4]([OH:14])=[O:3] |f:1.2.3|. Reported procedure: To a mixture of (2,6-dimethyl-phenyl)-acetic acid ethyl ester (13.3 g, 69.2 mmol) in THF (550 mL) and water (224 mL) was added lithium hydroxide monohydrate (23.2 g, 553 mmol). The resulting mixture was stirred vigorously at rt. After 72 h, the mixture was heated to 50° C. for an additional 24 h. The mixture was cooled to rt and concentrated. To the resulting residue was added aqueous 2 N HCl (300 mL) to afford a colorless precipitate. The precipitate was collected by vacuum filtration and furth... The reactants are C(=O)O (formic acid), C(C1=CC=CC=C1)(C1=CC=CC=C1)(C1=CC=CC=C1)NC=1SC=C(N1)/C(/C(=O)N[C@H]1[C@@H]2N(C(=C(CS2)CSC2=NN=NN2N)C(=O)O)C1=O)=N/OC (7β-[2-(2-tritylaminothiazol-4-yl)-(Z)-2-methoxyiminoacetamido]-3-[(1-amino-1H-tetrazol-5-yl)thiomethyl]-3-cephem-4-carboxylic acid). Solvent: O (water). Product: C(=O)O.NC=1SC=C(N1)/C(/C(=O)N[C@H]1[C@@H]2N(C(=C(CS2)CSC2=NN=NN2N)C(=O)O)C1=O)=N/OC (7β-[2-(2-aminothiazol-4-yl)-(Z)-2-methoxyiminoacetamido]-3-[(1-amino-1H-tetrazol-5-yl)thiomethyl]-3-cephem-4-carboxylic acid formate). The yield is 93.9%. RXN SMILES: [CH:1]([OH:3])=[O:2].C([NH:23][C:24]1[S:25][CH:26]=[C:27](/[C:29](=[N:53]/[O:54][CH3:55])/[C:30]([NH:32][C@@H:33]2[C:51](=[O:52])[N:35]3[C:36]([C:48]([OH:50])=[O:49])=[C:37]([CH2:40][S:41][C:42]4[N:46]([NH2:47])[N:45]=[N:44][N:43]=4)[CH2:38][S:39][C@H:34]23)=[O:31])[N:28]=1)(C1C=CC=CC=1)(C1C=CC=CC=1)C1C=CC=CC=1>O>[CH:1]([OH:3])=[O:2].[NH2:23][C:24]1[S:25][CH:26]=[C:27](/[C:29](=[N:53]/[O:54][CH3:55])/[C:30]([NH:32][C@@H:33]2[C:51](=[O:52])[N:35]3[C:36]([C:48]([OH:50])=[O:49])=[C:37]([CH2:40][S:41][C:42]4[N:46]([NH2:47])[N:45]=[N:44][N:43]=4)[CH2:38][S:39][C@H:34]23)=[O:31])[N:28]=1 |f:3.4|. Reported procedure: To 80% formic acid (17 ml) was added 7β-[2-(2-tritylaminothiazol-4-yl)-(Z)-2-methoxyiminoacetamido]-3-[(1-amino-1H-tetrazol-5-yl)thiomethyl]-3-cephem-4-carboxylic acid (4.3 g, 5.7 mmol) with stirring at room temperature and the mixture was stirred for an hour and a quarter. After adding water (85 ml), the mixture was filtered to remove insoluble material and the filtrate was concentrated below 45° C. The residue was treated with tetrahydrofuran (10 ml)-ether (5 ml) and concentrated again under r... The reactants are COC(C1=CC(=CC(=C1)OCCCCCCC1=C(C(=CC=C1)OCC1=CC=CC=C1)OCC1=CC=CC=C1)OCCCCCCCCCC)=O (3-(decyloxy)-5-[[6-[2,3-bis(phenylmethoxy) phenyl]hexyl]oxy]benzoic acid methyl ester), [H][H] (hydrogen). Reagents/catalysts: [Pd] (palladium on carbon). Reaction conditions: time 4.5 hour. Yields the product COC(C1=CC(=CC(=C1)OCCCCCCC1=C(C(=CC=C1)O)O)OCCCCCCCCCC)=O (3-(decyloxy)-5-[[6-(2,3-dihydroxyphenyl) hexyl]oxy]benzoic acid methyl ester). Isolated yield 87.4%. As a reaction SMILES: [CH3:1][O:2][C:3](=[O:50])[C:4]1[CH:9]=[C:8]([O:10][CH2:11][CH2:12][CH2:13][CH2:14][CH2:15][CH2:16][C:17]2[CH:22]=[CH:21][CH:20]=[C:19]([O:23]CC3C=CC=CC=3)[C:18]=2[O:31]CC2C=CC=CC=2)[CH:7]=[C:6]([O:39][CH2:40][CH2:41][CH2:42][CH2:43][CH2:44][CH2:45][CH2:46][CH2:47][CH2:48][CH3:49])[CH:5]=1.[H][H]>[Pd]>[CH3:1][O:2][C:3](=[O:50])[C:4]1[CH:9]=[C:8]([O:10][CH2:11][CH2:12][CH2:13][CH2:14][CH2:15][CH2:16][C:17]2[CH:22]=[CH:21][CH:20]=[C:19]([OH:23])[C:18]=2[OH:31])[CH:7]=[C:6]([O:39][CH2:40][CH2:41][CH2:42][CH2:43][CH2:44][CH2:45][CH2:46][CH2:47][CH2:48][CH3:49])[CH:5]=1. Reported procedure: A mixture of 0.7 g of 3-(decyloxy)-5-[[6-[2,3-bis(phenylmethoxy) phenyl]hexyl]oxy]benzoic acid methyl ester and 0.3 g of 10% palladium on carbon was stirred in a hydrogen atmosphere until uptake ceased after 4.5 hours. After the usual workup, the crude product was triturated with hexane and filtered to give 0.45 g (87% yield, mp 71°-72°) of 3-(decyloxy)-5-[[6-(2,3-dihydroxyphenyl) hexyl]oxy]benzoic acid methyl ester.